Dataset: the Open Reaction Database (ORD), a public repository of structured organic reaction records. Task: describe an organic reaction: reactants, conditions, products, and yield Reactants: Cc1cc(Br)ccc1C(=O)O, O=C([O-])[O-], CI, CN(C)C=O, [K+], [K+], O. The product is COC(=O)c1ccc(Br)cc1C. Reaction SMILES: [Br:3][c:4]1[cH:5][c:6]([CH3:13])[c:7]([C:8](=[O:9])[OH:10])[cH:11][cH:12]1.[C:14](=[O:15])([O-:16])[O-:17].[CH3:1][I:2].[CH3:21][N:22]([CH3:23])[CH:24]=[O:25].[K+:18].[K+:19].[OH2:20]>>[Br:3][c:4]1[cH:5][c:6]([CH3:13])[c:7]([C:8](=[O:9])[O:10][CH3:14])[cH:11][cH:12]1. The reactants are BrC1=NC=C(N=C1)Br (2,5-dibromopyrazine), C(C)OC(=C)[Sn](CCCC)(CCCC)CCCC (1-ethoxyvinyltri-n-butyltin). The reagents and catalysts are Cl[Pd]([P](C1=CC=CC=C1)(C2=CC=CC=C2)C3=CC=CC=C3)([P](C4=CC=CC=C4)(C5=CC=CC=C5)C6=CC=CC=C6)Cl (bis(triphenylphosphine)palladium(II) chloride). Run in CCOC(=O)C (EtOAc), [F-].[K+] (KF), CN(C)C=O (DMF). Reaction conditions: temperature 100 celsius, time 20 minute. Yields the product BrC1=NC=C(N=C1)C(=C)OCC (2-bromo-5-(1-ethoxyvinyl)pyrazine). Isolated yield 67.6%. RXN SMILES: Br[C:2]1[CH:7]=[N:6][C:5]([Br:8])=[CH:4][N:3]=1.[CH2:9]([O:11][C:12]([Sn](CCCC)(CCCC)CCCC)=[CH2:13])[CH3:10]>CN(C=O)C.CCOC(C)=O.[F-].[K+].Cl[Pd](Cl)([P](C1C=CC=CC=1)(C1C=CC=CC=1)C1C=CC=CC=1)[P](C1C=CC=CC=1)(C1C=CC=CC=1)C1C=CC=CC=1>[Br:8][C:5]1[CH:4]=[N:3][C:2]([C:9]([O:11][CH2:12][CH3:13])=[CH2:10])=[CH:7][N:6]=1 |f:4.5,^1:42,61|. Procedure details: To a solution of 2,5-dibromopyrazine (1 g, 4.20 mmol) in DMF was added 1-ethoxyvinyltri-n-butyltin (1.420 mL, 4.20 mmol) and bis(triphenylphosphine)palladium(II) chloride (0.148 g, 0.210 mmol). The reaction mixture was heated at 100° C. for 4 hrs. The reaction mixture was diluted with EtOAc and aq. KF. The two phase mixture was stirred for 20 min at rt before being filtered through diatomaceous earth (Celite®). The filtrate was washed with sat. NaHCO3, sat. NaCl, dried over anhydrous Na2SO4, con... Starting materials: O=C(C1=CC(Br)=CC=C1Cl)N(C(C)C)C(C)C. Reagents/catalysts: O=C1C=CC=2C=CC=C(C3=CN=C(C=C3)C=4N=CC=CC4)C2N1, O1B(OC(C)(C)C1(C)C)B2OC(C)(C)C(O2)(C)C, [K].OC(C)(C)C, C[OH2+].C[OH2+].C1CC=CCCC=C1.C1CC=CCCC=C1.[Ir].[Ir]. Solvent: O1CCCC1. Conditions: temperature 80 celsius, time 12 hour. Product: O=C(C=1C=C(Br)C=C(B2OC(C)(C)C(O2)(C)C)C1Cl)N(C(C)C)C(C)C. Yield: 84.0%. Procedure details: In an argon filled glove box, a 5.0 mL wheaton microreactor was charged with [Ir(cod)(OMe)]2 (1.98 mg, 1.5 mol%), L1 ligand (2.1 mg, 3.5 mol%), B2pin2 (50.8 mg, 1.0 equiv.), KOtBu (1.0 mg, 4.5 mol%) and dry THF (1.0 mL). The reaction mixture was stirred for 2 minutes at room temperature. To this mixture, 5-bromo-2-chloro-N,N-diisopropylbenzamide (63.7 mg, 0.2 mmol) was added. The microreactor was capped with a teflon pressure cap and placed into pre-heated aluminum block at 80 oC. The reaction m... Reactants: C(C)C(C(=O)Cl)CC(=O)Cl (ethyl succinyl chloride), CNCCO (2-(methylamino)ethanol), C(O)([O-])=O.[Na+] (sodium hydrogen carbonate), C1CCOC1 (THF). Solvent: O (water). Conditions: time 3 hour. The product is OCCN(C(CCC(=O)OCC)=O)C (ethyl 4-[(2-hydroxyethyl)(methyl)amino]-4-oxobutanoate). RXN SMILES: [CH3:1][NH:2][CH2:3][CH2:4][OH:5].[C:6](=[O:9])([O-])[OH:7].[Na+].[CH2:11]1[CH2:15][O:14]C[CH2:12]1.[CH2:16](C(CC(Cl)=O)C(Cl)=O)[CH3:17]>O>[OH:5][CH2:4][CH2:3][N:2]([CH3:1])[C:15](=[O:14])[CH2:11][CH2:12][C:6]([O:7][CH2:16][CH3:17])=[O:9] |f:1.2|. Reported procedure: To a mixture of 6.2 mL of 2-(methylamino)ethanol, 6.48 g of sodium hydrogen carbonate, 60 mL of THF, and 30 mL of water was added dropwise 10 mL of ethyl succinyl chloride over 30 minutes under ice cooling, followed by stirring for 3 hours. The reaction mixture was concentrated under reduced pressure, and the residue was purified by silica gel column chromatography (hexane:ethyl acetate=11:4), thereby obtaining 12.0 g of ethyl 4-[(2-hydroxyethyl)(methyl)amino]-4-oxobutanoate. Starting materials: ClC1=C(C(=NC2=NC=CC=C12)C1=CC(=CC(=C1)F)F)C (4-chloro-2-(3,5-difluorophenyl)-3-methyl-1,8-naphthyridine), CC1(CNC=2C1=NC=C(C2)N2CCOCC2)C (4-(3,3-dimethyl-2,3-dihydro-1H-pyrrolo[3,2-b]pyridin-6-yl)morpholine), CC(C)([O-])C.[Na+] (sodium tert-butoxide). Reagents/catalysts: CC(C)C1=CC(=C(C(=C1)C(C)C)C2=CC=CC=C2P(C3CCCCC3)C4CCCCC4)C(C)C.C1=CC=C([C-]=C1)CCN.Cl[Pd+] (XPhos precatalyst). The solvent is C1(=CC=CC=C1)C (toluene). Yields the product FC=1C=C(C=C(C1)F)C1=NC2=NC=CC=C2C(=C1C)N1CC(C2=NC=C(C=C21)N2CCOCC2)(C)C (2-(3,5-difluorophenyl)-4-(3,3-dimethyl-6-(4-morpholinyl)-2,3-dihydro-1H-pyrrolo[3,2-b]pyridin-1-yl)-3-methyl-1,8-naphthyridine). Reaction SMILES: Cl[C:2]1[C:11]2[C:6](=[N:7][CH:8]=[CH:9][CH:10]=2)[N:5]=[C:4]([C:12]2[CH:17]=[C:16]([F:18])[CH:15]=[C:14]([F:19])[CH:13]=2)[C:3]=1[CH3:20].[CH3:21][C:22]1([CH3:37])[C:26]2=[N:27][CH:28]=[C:29]([N:31]3[CH2:36][CH2:35][O:34][CH2:33][CH2:32]3)[CH:30]=[C:25]2[NH:24][CH2:23]1.CC(C)([O-])C.[Na+]>CC(C1C=C(C(C)C)C(C2C(P(C3CCCCC3)C3CCCCC3)=CC=CC=2)=C(C(C)C)C=1)C.C1C=[C-]C(CCN)=CC=1.Cl[Pd+].C1(C)C=CC=CC=1>[F:19][C:14]1[CH:13]=[C:12]([C:4]2[C:3]([CH3:20])=[C:2]([N:24]3[C:25]4[C:26](=[N:27][CH:28]=[C:29]([N:31]5[CH2:32][CH2:33][O:34][CH2:35][CH2:36]5)[CH:30]=4)[C:22]([CH3:37])([CH3:21])[CH2:23]3)[C:11]3[C:6](=[N:7][CH:8]=[CH:9][CH:10]=3)[N:5]=2)[CH:17]=[C:16]([F:18])[CH:15]=1 |f:2.3,4.5.6|. Procedure details: Prepared according to procedure Y using 4-chloro-2-(3,5-difluorophenyl)-3-methyl-1,8-naphthyridine (68 mg, 0.234 mmol), 4-(3,3-dimethyl-2,3-dihydro-1H-pyrrolo[3,2-b]pyridin-6-yl)morpholine (54.6 mg, 0.234 mmol), sodium tert-butoxide (45 mg, 0.468 mmol) and XPhos precatalyst (17.1 mg, 0.023 mmol) in toluene (4 mL) for 2 hours at 110° C. Purification by reverse phase HPLC (10 to 60% acetonitrile in waiter) gave 2-(3,5-difluorophenyl)-4-(3,3-dimethyl-6-(4-morpholinyl)-2,3-dihydro-1H-pyrrolo[3,2-b]p... Starting materials: C1(CCCCCC1)=NO (cycloheptanone oxime), ClC=1C=C(C=CC1F)C=1CCN(CC1)CCCC(=O)OCC (ethyl 4-(4-(3-chloro-4-fluorophenyl)-1,2,3,6-tetrahydropyridin-1-yl)-n-butyrate). As a reaction SMILES: [C:1]1(=[N:8][OH:9])[CH2:7][CH2:6][CH2:5][CH2:4][CH2:3][CH2:2]1.[Cl:10][C:11]1[CH:12]=[C:13]([C:18]2[CH2:19][CH2:20][N:21]([CH2:24][CH2:25][CH2:26][C:27](OCC)=O)[CH2:22][CH:23]=2)[CH:14]=[CH:15][C:16]=1[F:17]>>[Cl:10][C:11]1[CH:12]=[C:13]([C:18]2[CH2:23][CH2:22][N:21]([CH2:24][CH2:25][CH2:26][C:27]3[O:9][N:8]=[C:1]4[CH2:7][CH2:6][CH2:5][CH2:4][CH2:3][C:2]=34)[CH2:20][CH:19]=2)[CH:14]=[CH:15][C:16]=1[F:17]. Yields the product ClC=1C=C(C=CC1F)C=1CCN(CC1)CCCC1=C2C(=NO1)CCCCC2 (3-(3-(4-(3-chloro-4-fluorophenyl)-1,2,3,6-tetrahydropyridin-1-yl)propyl)-5,6,7,8-tetrahydro-4H-cyclohepta[c]isoxazole). Reported procedure: By the same reaction and treatment as in Example 48 using cycloheptanone oxime and ethyl 4-(4-(3-chloro-4-fluorophenyl)-1,2,3,6-tetrahydropyridin-1-yl)-n-butyrate, 3-(3-(4-(3-chloro-4-fluorophenyl)-1,2,3,6-tetrahydropyridin-1-yl)propyl)-5,6,7,8-tetrahydro-4H-cyclohepta[c]isoxazole is obtained.